Dataset: the Open Reaction Database (ORD), a public repository of structured organic reaction records. Task: describe an organic reaction: reactants, conditions, products, and yield Reactants: CC1=NC(=NC(=C1NC(OC(C)(C)C)=O)C)OCC(=O)N(C1CCNCC1)C (tert-butyl 4,6-dimethyl-2-(2-(methyl(piperidine-4-yl)amino)-2-oxoethoxy)pyrimidine-5-ylcarbamate), Br.BrCCC=1C=NC=CC1 (3-(bromo ethyl)pyridine hydrobromide). Product: CC1=NC(=NC(=C1NC(OC(C)(C)C)=O)C)OCC(=O)N(C1CCN(CC1)CC=1C=NC=CC1)C (tert-butyl 4,6-dimethyl-2-(2-(methyl(1-(pyridine-3-ylmethyl)piperidine-4-yl)amino)-2-oxoethoxy)pyrimidine-5-ylcarbamate). RXN SMILES: [CH3:1][C:2]1[C:7]([NH:8][C:9](=[O:15])[O:10][C:11]([CH3:14])([CH3:13])[CH3:12])=[C:6]([CH3:16])[N:5]=[C:4]([O:17][CH2:18][C:19]([N:21]([CH3:28])[CH:22]2[CH2:27][CH2:26][NH:25][CH2:24][CH2:23]2)=[O:20])[N:3]=1.Br.BrC[CH2:32][C:33]1[CH:34]=[N:35][CH:36]=[CH:37][CH:38]=1>>[CH3:16][C:6]1[C:7]([NH:8][C:9](=[O:15])[O:10][C:11]([CH3:14])([CH3:12])[CH3:13])=[C:2]([CH3:1])[N:3]=[C:4]([O:17][CH2:18][C:19]([N:21]([CH3:28])[CH:22]2[CH2:23][CH2:24][N:25]([CH2:32][C:33]3[CH:34]=[N:35][CH:36]=[CH:37][CH:38]=3)[CH2:26][CH2:27]2)=[O:20])[N:5]=1 |f:1.2|. Procedure: The title compound was synthesized from Compound 31 and 3-(bromo ethyl)pyridine hydrobromide in the same manner as in Example 32. Starting materials: [OH-].[Na+] (sodium hydroxide), BrC1=CC(=C(C(=C1)F)CC(=O)N)F (2-(4-bromo-2,6-difluorophenyl)acetamide), Cl (HCl). Run in C(C)O (ethanol). Conditions: temperature 80 celsius, time 1 hour. Yields the product BrC1=CC(=C(C(=C1)F)CC(=O)O)F (2-(4-bromo-2,6-difluorophenyl)acetic acid). Yield: 46.3%. Reaction SMILES: [Br:1][C:2]1[CH:7]=[C:6]([F:8])[C:5]([CH2:9][C:10](N)=[O:11])=[C:4]([F:13])[CH:3]=1.[OH-:14].[Na+].Cl>C(O)C>[Br:1][C:2]1[CH:7]=[C:6]([F:8])[C:5]([CH2:9][C:10]([OH:14])=[O:11])=[C:4]([F:13])[CH:3]=1 |f:1.2|. Procedure: A suspension of 2-(4-bromo-2,6-difluorophenyl)acetamide (7.20 mmol) in ethanol (10 mL) was treated with 6N aq sodium hydroxide (90 mmol) at room temperature. The vessel was then stirred in an oil bath at 80° C. After one hour the reaction mixture had turned clear. After stirring overnight, the reaction mixture was cooled to room temperature, at which point the pH was adjusted to ˜1 with 6N aq HCl. A white precipitate formed, and the solution was concentrated to a volume of ˜10 mL, at which point... Starting materials: [F-].C(CCC)[N+](CCCC)(CCCC)CCCC (tetrabutylammonium fluoride), solution, COC=1C=CC(=C(C1)CCOC(C)=O)C(C(F)(F)F)(O[Si](C)(C)C)C (acetic acid 2-[5-methoxy-2-(2,2,2-trifluoro-1-methyl-1-trimethylsilanyloxy-ethyl)-phenyl]-ethyl ester), O (water). Solvent: O1CCCC1 (tetrahydrofuran). Run at time 1 hour. Yields the product COC=1C=CC(=C(C1)CCOC(C)=O)C(C(F)(F)F)(C)O (Acetic acid 2-[5-methoxy-2-(2,2,2-trifluoro-1-hydroxy-1-methyl-ethyl)-phenyl]-ethyl ester). RXN SMILES: [CH3:1][O:2][C:3]1[CH:4]=[CH:5][C:6]([C:15]([CH3:25])([O:20][Si](C)(C)C)[C:16]([F:19])([F:18])[F:17])=[C:7]([CH2:9][CH2:10][O:11][C:12](=[O:14])[CH3:13])[CH:8]=1.[F-].C([N+](CCCC)(CCCC)CCCC)CCC.O>O1CCCC1>[CH3:1][O:2][C:3]1[CH:4]=[CH:5][C:6]([C:15]([OH:20])([CH3:25])[C:16]([F:18])([F:19])[F:17])=[C:7]([CH2:9][CH2:10][O:11][C:12](=[O:14])[CH3:13])[CH:8]=1 |f:1.2|. Procedure: To the crude reaction mixture described in example 2 containing a solution of acetic acid 2-[5-methoxy-2-(2,2,2-trifluoro-1-methyl-1-trimethylsilanyloxy-ethyl)-phenyl]-ethyl ester was added tetrabutylammonium fluoride (52.9 mL of a 1.0M solution in tetrahydrofuran, 52.9 mmol). The reaction mixture was stirred one hour after which GC/MS and HPLC analysis showed no starting material. For characterization purposes, the reaction mixture was poured into water and extracted with methyl tert-butyl ethe...